From a dataset of the Open Reaction Database (ORD), a public repository of structured organic reaction records. describe an organic reaction: reactants, conditions, products, and yield The reactants are C1CCC2=NCCCN2CC1, Cc1ccc(CCN)c(C)c1, O=C(Nc1cccc2cnccc12)C(Cl)(Cl)Cl. Product: Cc1ccc(CCNC(=O)Nc2cccc3cnccc23)c(C)c1. RXN SMILES: [CH2:29]1[CH2:30][CH2:31][C:32]2=[N:37][CH2:36][CH2:35][CH2:34][N:33]2[CH2:38][CH2:39]1.[CH3:1][c:2]1[c:3]([CH2:9][CH2:10][NH2:11])[cH:4][cH:5][c:6]([CH3:8])[cH:7]1.[Cl:12][C:13]([C:14](=[O:15])[NH:16][c:17]1[c:18]2[cH:19][cH:20][n:21][cH:22][c:23]2[cH:24][cH:25][cH:26]1)([Cl:27])[Cl:28]>>[CH3:1][c:2]1[c:3]([CH2:9][CH2:10][NH:11][C:14](=[O:15])[NH:16][c:17]2[c:18]3[cH:19][cH:20][n:21][cH:22][c:23]3[cH:24][cH:25][cH:26]2)[cH:4][cH:5][c:6]([CH3:8])[cH:7]1. The reactants are CCN=C=O, C1CCOC1, Nc1nc2cc(-c3ccccc3)ccc2[nH]1. Yields the product CCNC(=O)Nc1nc2cc(-c3ccccc3)ccc2[nH]1. Reaction SMILES: [CH2:17]([CH3:18])[N:19]=[C:20]=[O:21].[CH2:22]1[O:23][CH2:24][CH2:25][CH2:26]1.[c:1]1(-[c:7]2[cH:8][c:9]3[c:10]([nH:11][c:12]([NH2:14])[n:13]3)[cH:15][cH:16]2)[cH:2][cH:3][cH:4][cH:5][cH:6]1>>[c:1]1(-[c:7]2[cH:8][c:9]3[c:10]([nH:11][c:12]([NH:14][C:20]([NH:19][CH2:17][CH3:18])=[O:21])[n:13]3)[cH:15][cH:16]2)[cH:2][cH:3][cH:4][cH:5][cH:6]1. Starting materials: BrCCOC1=CC=C(C=C1)OCC1=CC=CC=C1 (1-(2-bromoethoxy)-4-(benzyloxy)-benzene), CC1=CC=C(CC2(CCNCC2)O)C=C1 (4-(4-methyl-benzyl)-piperidin-4-ol). The product is C(C1=CC=CC=C1)OC1=CC=C(OCCN2CCC(CC2)(O)CC2=CC=C(C=C2)C)C=C1 (1-[2-(4-Benzyloxy-phenoxy)-ethyl]-4-(4-methyl-benzyl)-piperidin-4-ol). Reaction SMILES: Br[CH2:2][CH2:3][O:4][C:5]1[CH:10]=[CH:9][C:8]([O:11][CH2:12][C:13]2[CH:18]=[CH:17][CH:16]=[CH:15][CH:14]=2)=[CH:7][CH:6]=1.[CH3:19][C:20]1[CH:33]=[CH:32][C:23]([CH2:24][C:25]2([OH:31])[CH2:30][CH2:29][NH:28][CH2:27][CH2:26]2)=[CH:22][CH:21]=1>>[CH2:12]([O:11][C:8]1[CH:9]=[CH:10][C:5]([O:4][CH2:3][CH2:2][N:28]2[CH2:29][CH2:30][C:25]([CH2:24][C:23]3[CH:22]=[CH:21][C:20]([CH3:19])=[CH:33][CH:32]=3)([OH:31])[CH2:26][CH2:27]2)=[CH:6][CH:7]=1)[C:13]1[CH:18]=[CH:17][CH:16]=[CH:15][CH:14]=1. Procedure details: The title compound, MS: m/e=432.6 (M+H+), was prepared from 1-(2-bromoethoxy)-4-(benzyloxy)-benzene and 4-(4-methyl-benzyl)-piperidin-4-ol. The reactants are [Na] (sodium), CC1(C(C1CC(Cl)(Cl)Cl)C(=O)OC)C (methyl 2,2-dimethyl-3-(2',2',2'-trichloroethyl)-cyclopropanecarboxylate). The solvent is CO (methanol). Yields the product CC1(C(C1C=C(Cl)Cl)C(=O)OC)C (methyl 2,2-dimethyl-3-(2',2'-dichlorovinyl)-cyclopropanecarboxylate). The yield is 80.5%. As a reaction SMILES: [Na].[CH3:2][C:3]1([CH3:15])[CH:5]([CH2:6][C:7](Cl)([Cl:9])[Cl:8])[CH:4]1[C:11]([O:13][CH3:14])=[O:12]>CO>[CH3:2][C:3]1([CH3:15])[CH:5]([CH:6]=[C:7]([Cl:8])[Cl:9])[CH:4]1[C:11]([O:13][CH3:14])=[O:12] |^1:0|. Reported procedure: To 80 ml of methanol solution containing 0.92 g of metallic sodium were added 7.8 g of methyl 2,2-dimethyl-3-(2',2',2'-trichloroethyl)-cyclopropanecarboxylate (purity: 87.8%, cis/trans ratio: 88/12) to heat the resulting mixture for 35 hours under reflux. After distilling off the methanol, the mixture was diluted with water, acidified with diluted hydrochloric acid, subjected to extraction with ether. After washing the ether layer with sodium bicarbonate aqueous solution and a saturated sodium c... Yields the product CCCC(=O)c1cc2c(=O)cc(C(=O)O)[nH]c2c(C)c1C. The reactants are CCCC(=O)c1cc2c(=O)cc(C(=O)OC)[nH]c2c(C)c1C, CO, [K+], [OH-], O. As a reaction SMILES: [CH3:1][O:2][C:3](=[O:4])[c:5]1[nH:6][c:7]2[c:8]([CH3:22])[c:9]([CH3:21])[c:10]([C:16]([CH2:17][CH2:18][CH3:19])=[O:20])[cH:11][c:12]2[c:13](=[O:15])[cH:14]1.[CH3:26][OH:27].[K+:24].[OH-:23].[OH2:25]>>[O:2]=[C:3]([OH:4])[c:5]1[nH:6][c:7]2[c:8]([CH3:22])[c:9]([CH3:21])[c:10]([C:16]([CH2:17][CH2:18][CH3:19])=[O:20])[cH:11][c:12]2[c:13](=[O:15])[cH:14]1. Starting materials: O=C([O-])[O-], CCCCO, COc1cc(OC)cc(OCCCCl)c1, Fc1ccc(C(c2ccc(F)cc2)C2CCNCC2)cc1, [I-], [K+], [K+], [K+]. Yields the product COc1cc(OC)cc(OCCCN2CCC(C(c3ccc(F)cc3)c3ccc(F)cc3)CC2)c1. As a reaction SMILES: [C:37](=[O:38])([O-:39])[O-:40].[CH2:45]([OH:46])[CH2:47][CH2:48][CH3:49].[Cl:22][CH2:23][CH2:24][CH2:25][O:26][c:27]1[cH:28][c:29]([O:35][CH3:36])[cH:30][c:31]([O:33][CH3:34])[cH:32]1.[F:1][c:2]1[cH:3][cH:4][c:5]([CH:8]([CH:9]2[CH2:10][CH2:11][NH:12][CH2:13][CH2:14]2)[c:15]2[cH:16][cH:17][c:18]([F:21])[cH:19][cH:20]2)[cH:6][cH:7]1.[I-:44].[K+:41].[K+:42].[K+:43]>>[F:1][c:2]1[cH:3][cH:4][c:5]([CH:8]([CH:9]2[CH2:10][CH2:11][N:12]([CH2:23][CH2:24][CH2:25][O:26][c:27]3[cH:28][c:29]([O:35][CH3:36])[cH:30][c:31]([O:33][CH3:34])[cH:32]3)[CH2:13][CH2:14]2)[c:15]2[cH:16][cH:17][c:18]([F:21])[cH:19][cH:20]2)[cH:6][cH:7]1. Starting materials: FC=1C=C(COC2=NC=3CCNC(C3C=C2)=O)C=CC1 (2-((3-fluorobenzyl)oxy)-7,8-dihydro-1,6-naphthyridin-5(6H)-one), FC=1C(=C(CBr)C=CC1)Cl (3-fluoro-2-chlorobenzyl bromide), CC(C)(C)[O-].[K+] (KOtBu). Solvent: CS(=O)C (DMSO). Conditions: time 8 hour. Yields the product ClC=1C(=C(CN2C(C=3C=CC(=NC3CC2)OCC2=CC(=CC=C2)F)=O)C=CC1)F (6-(3-chloro-2-fluorobenzyl)-2-((3-fluorobenzyl)oxy)-7,8-dihydro-1,6-naphthyridin-5(6H)-one). Reaction SMILES: [F:1][C:2]1[CH:3]=[C:4]([CH:18]=[CH:19][CH:20]=1)[CH2:5][O:6][C:7]1[CH:16]=[CH:15][C:14]2[C:13](=[O:17])[NH:12][CH2:11][CH2:10][C:9]=2[N:8]=1.[F:21][C:22]1[C:23]([Cl:30])=[C:24]([CH:27]=[CH:28][CH:29]=1)CBr.[CH3:31]C([O-])(C)C.[K+]>CS(C)=O>[Cl:30][C:23]1[C:22]([F:21])=[C:29]([CH:28]=[CH:27][CH:24]=1)[CH2:31][N:12]1[CH2:11][CH2:10][C:9]2[N:8]=[C:7]([O:6][CH2:5][C:4]3[CH:18]=[CH:19][CH:20]=[C:2]([F:1])[CH:3]=3)[CH:16]=[CH:15][C:14]=2[C:13]1=[O:17] |f:2.3|. Reported procedure: A solution of 2-((3-fluorobenzyl)oxy)-7,8-dihydro-1,6-naphthyridin-5(6H)-one (20 mg, 0.05 mmol, prepared above as in Example 1.1) in DMSO (1 mL) was treated with 3-fluoro-2-chlorobenzyl bromide (20 mg 0.12 mmol) and KOtBu (20 mg, 0.18 mmol). The reaction mixture was stirred at RT overnight and then purified directly by RP-HPLC to give indicated compound. LC-MS (M+H)=415.3.